Dataset: the Open Reaction Database (ORD), a public repository of structured organic reaction records. Task: describe an organic reaction: reactants, conditions, products, and yield Starting materials: C(C)(C)(C)OC(NC1CCC(CC1)NC1=NC=C2C(=N1)N(N=C2C2=NC(=CC=C2)Br)COCC[Si](C)(C)C)=O ({4-[3-(6-bromo-pyridin-2-yl)-1-(2-trimethylsilanyl-ethoxymethyl)-1H-pyrazolo[3,4-d]pyrimidin-6-ylamino]-cyclohexyl}-carbamic acid tert-butyl ester), S1C=C(C=C1)NC (thiophen-3-yl-methylamine), CN(C)C1=CC=CC=C1C2=CC=CC=C2P(C3CCCCC3)C4CCCCC4 (DavePhos), C(C)(C)(C)O[Na] (t-BuONa). The reagents and catalysts are C=1C=CC(=CC1)/C=C/C(=O)/C=C/C2=CC=CC=C2.C=1C=CC(=CC1)/C=C/C(=O)/C=C/C2=CC=CC=C2.C=1C=CC(=CC1)/C=C/C(=O)/C=C/C2=CC=CC=C2.[Pd].[Pd] (Pd2(dba)3). Solvent: O1CCOCC1 (dioxane). Reaction conditions: temperature 102 celsius, time 12 hour. The product is C(C)(C)(C)OC(NC1CCC(CC1)NC1=NC=C2C(=N1)N(N=C2C2=NC(=CC=C2)NCC2=CSC=C2)COCC[Si](C)(C)C)=O ({4-[3-{6-[(thiophen-3-ylmethyl)-amino]-pyridin-2-yl}-1-(2-trimethylsilanyl-ethoxymethyl)-1H-pyrazolo[3,4-d]pyrimidin-6-ylamino]-cyclohexyl}-carbamic acid tert-butyl ester). As a reaction SMILES: [C:1]([O:5][C:6](=[O:39])[NH:7][CH:8]1[CH2:13][CH2:12][CH:11]([NH:14][C:15]2[N:20]=[C:19]3[N:21]([CH2:31][O:32][CH2:33][CH2:34][Si:35]([CH3:38])([CH3:37])[CH3:36])[N:22]=[C:23]([C:24]4[CH:29]=[CH:28][CH:27]=[C:26](Br)[N:25]=4)[C:18]3=[CH:17][N:16]=2)[CH2:10][CH2:9]1)([CH3:4])([CH3:3])[CH3:2].[S:40]1[CH:44]=[CH:43][C:42](NC)=[CH:41]1.[CH3:47][N:48](C1C(C2C(P(C3CCCCC3)C3CCCCC3)=CC=CC=2)=CC=CC=1)C.C(O[Na])(C)(C)C>C1C=CC(/C=C/C(/C=C/C2C=CC=CC=2)=O)=CC=1.C1C=CC(/C=C/C(/C=C/C2C=CC=CC=2)=O)=CC=1.C1C=CC(/C=C/C(/C=C/C2C=CC=CC=2)=O)=CC=1.[Pd].[Pd].O1CCOCC1>[C:1]([O:5][C:6](=[O:39])[NH:7][CH:8]1[CH2:13][CH2:12][CH:11]([NH:14][C:15]2[N:20]=[C:19]3[N:21]([CH2:31][O:32][CH2:33][CH2:34][Si:35]([CH3:38])([CH3:37])[CH3:36])[N:22]=[C:23]([C:24]4[CH:29]=[CH:28][CH:27]=[C:26]([NH:48][CH2:47][C:42]5[CH:43]=[CH:44][S:40][CH:41]=5)[N:25]=4)[C:18]3=[CH:17][N:16]=2)[CH2:10][CH2:9]1)([CH3:4])([CH3:3])[CH3:2] |f:4.5.6.7.8|. Procedure: A sealed tube was charged with {4-[3-(6-bromo-pyridin-2-yl)-1-(2-trimethylsilanyl-ethoxymethyl)-1H-pyrazolo[3,4-d]pyrimidin-6-ylamino]-cyclohexyl}-carbamic acid tert-butyl ester (from Example 33 supra) (500 mg, 0.809 mmol), thiophen-3-yl-methylamine (118 mg, 1.044 mmol), Pd2(dba)3 (47 mg, 0.0817 mmol), DavePhos (64 mg, 0.163 mmol), t-BuONa (109 mg, 1.135 mmol) and dioxane (20 mL). The mixture was stirred at 102° C. under an atmosphere of N2 for 12 hours. After cooling to room temperature, the mi... Starting materials: CCNCC, CC(C)=O, ClCCN1CCN(Cc2ccc(Cl)cc2)C(c2ccccc2)C1, Cl. Product: CCN(CC)CCN1CCN(Cc2ccc(Cl)cc2)C(c2ccccc2)C1. As a reaction SMILES: [CH2:25]([CH3:26])[NH:27][CH2:28][CH3:29].[CH3:30][C:31](=[O:32])[CH3:33].[Cl:2][c:3]1[cH:4][cH:5][c:6]([CH2:7][N:8]2[CH:9]([c:17]3[cH:18][cH:19][cH:20][cH:21][cH:22]3)[CH2:10][N:11]([CH2:14][CH2:15][Cl:16])[CH2:12][CH2:13]2)[cH:23][cH:24]1.[ClH:1]>>[Cl:2][c:3]1[cH:4][cH:5][c:6]([CH2:7][N:8]2[CH:9]([c:17]3[cH:18][cH:19][cH:20][cH:21][cH:22]3)[CH2:10][N:11]([CH2:14][CH2:15][N:27]([CH2:25][CH3:26])[CH2:28][CH3:29])[CH2:12][CH2:13]2)[cH:23][cH:24]1. Starting materials: pTsOH monohydrate, C(C)C1C(C(C2=CC=C(C=C2C1)OC)=O)C1=CC=CC=C1 (3-Ethyl-6-(methyloxy)-2-phenyl-3,4-dihydro-1(2H)-naphthalenone), ClC=1C(C(=C(C(C1Cl)=O)C#N)C#N)=O (2,3-dichloro-5,6-dicyano-1,4-benzoquinone). Run in C(Cl)Cl (CH2Cl2), C(C)(=O)OC(=C)C (isopropenyl acetate). The product is C(C)(=O)OC1=C(C(=CC2=CC(=CC=C12)OC)CC)C1=CC=CC=C1 (3-Ethyl-6-(methyloxy)-2-phenyl-1-naphthalenyl acetate). Isolated yield 63.5%. RXN SMILES: [CH2:1]([CH:3]1[CH2:12][C:11]2[C:6](=[CH:7][CH:8]=[C:9]([O:13][CH3:14])[CH:10]=2)[C:5](=[O:15])[CH:4]1[C:16]1[CH:21]=[CH:20][CH:19]=[CH:18][CH:17]=1)[CH3:2].ClC1C(=O)C(C#N)=[C:26](C#N)[C:27](=[O:30])C=1Cl>C(OC(C)=C)(=O)C.C(Cl)Cl>[C:27]([O:15][C:5]1[C:6]2[C:11](=[CH:10][C:9]([O:13][CH3:14])=[CH:8][CH:7]=2)[CH:12]=[C:3]([CH2:1][CH3:2])[C:4]=1[C:16]1[CH:17]=[CH:18][CH:19]=[CH:20][CH:21]=1)(=[O:30])[CH3:26]. Procedure details: 3-Ethyl-6-(methyloxy)-2-phenyl-3,4-dihydro-1(2H)-naphthalenone (55) (0.84 g, 3.00 mmol) was dissolved in isopropenyl acetate (30 mL). pTsOH monohydrate (100 mg) was added. The mixture was refluxed under nitrogen for 3 days. Cooled to room temperature, 2,3-dichloro-5,6-dicyano-1,4-benzoquinone (1.74 g, 7.50 mmol) was added. The resulting mixture was refluxed under nitrogen overnight. Cooled to room temperature and diluted with CH2Cl2 (150 mL). The mixture was washed with 0.2 N NaOH (4×20 mL), wat... The reactants are CCCCCCCCCCCC(=O)OCC1OC(OC(=O)CCCCCCCCCCC)C(OC(=O)CCCCCCCCCCC)C(OC(=O)CCCCCCCCCCC)C1OC(=O)CCCCCCCCCCC, CC(O)=S, ClCCl, C[Si](C)(C)OS(=O)(=O)C(F)(F)F. Yields the product CCCCCCCCCCCC(=O)OCC1OC(SC(C)=O)C(OC(=O)CCCCCCCCCCC)C(OC(=O)CCCCCCCCCCC)C1OC(=O)CCCCCCCCCCC. RXN SMILES: [C:1]([O:2][CH:15]1[CH:16]([O:17][C:18]([CH2:19][CH2:20][CH2:21][CH2:22][CH2:23][CH2:24][CH2:25][CH2:26][CH2:27][CH2:28][CH3:29])=[O:30])[CH:31]([O:32][C:33]([CH2:34][CH2:35][CH2:36][CH2:37][CH2:38][CH2:39][CH2:40][CH2:41][CH2:42][CH2:43][CH3:44])=[O:45])[CH:46]([O:47][C:48]([CH2:49][CH2:50][CH2:51][CH2:52][CH2:53][CH2:54][CH2:55][CH2:56][CH2:57][CH2:58][CH3:59])=[O:60])[CH:61]([CH2:63][O:64][C:65]([CH2:66][CH2:67][CH2:68][CH2:69][CH2:70][CH2:71][CH2:72][CH2:73][CH2:74][CH2:75][CH3:76])=[O:77])[O:62]1)(=[O:3])[CH2:4][CH2:5][CH2:6][CH2:7][CH2:8][CH2:9][CH2:10][CH2:11][CH2:12][CH2:13][CH3:14].[C:78]([CH3:79])(=[S:80])[OH:81].[Cl:94][CH2:95][Cl:96].[F:82][C:83]([F:84])([F:85])[S:86]([O:87][Si:88]([CH3:89])([CH3:90])[CH3:91])(=[O:92])=[O:93]>>[CH:15]1([S:80][C:78]([CH3:79])=[O:81])[CH:16]([O:17][C:18]([CH2:19][CH2:20][CH2:21][CH2:22][CH2:23][CH2:24][CH2:25][CH2:26][CH2:27][CH2:28][CH3:29])=[O:30])[CH:31]([O:32][C:33]([CH2:34][CH2:35][CH2:36][CH2:37][CH2:38][CH2:39][CH2:40][CH2:41][CH2:42][CH2:43][CH3:44])=[O:45])[CH:46]([O:47][C:48]([CH2:49][CH2:50][CH2:51][CH2:52][CH2:53][CH2:54][CH2:55][CH2:56][CH2:57][CH2:58][CH3:59])=[O:60])[CH:61]([CH2:63][O:64][C:65]([CH2:66][CH2:67][CH2:68][CH2:69][CH2:70][CH2:71][CH2:72][CH2:73][CH2:74][CH2:75][CH3:76])=[O:77])[O:62]1. Reactants: C([O-])([O-])=O.[Li+].[Li+] (lithium carbonate), C(C)(C)(C)OC(=O)COC1=C(C=C(C=C1Cl)Cl)C(C(=O)OC)NC1=CC=C(C=C1)C(NO)=N (methyl (RS)-(2-tert-butoxycarbonylmethoxy-3,5-dichloro-phenyl)-[4-(N-hydroxycarbamimidoyl)-phenylamino]-acetate). The solvent is C1CCOC1 (THF), O (water). Conditions: temperature 57.5 celsius, time 8 hour. Product: C(C)(C)(C)OC(=O)COC1=C(C=C(C=C1Cl)Cl)C(C(=O)O)NC1=CC=C(C=C1)C(NO)=N ((RS)-(2-tert-butoxycarbonylmethoxy-3,5-dichloro-phenyl)-[4-(N-hydroxycarbamimidoyl)-phenylamino]-acetic acid). Yield: 83.5%. As a reaction SMILES: C(=O)([O-])[O-].[Li+].[Li+].[C:7]([O:11][C:12]([CH2:14][O:15][C:16]1[C:21]([Cl:22])=[CH:20][C:19]([Cl:23])=[CH:18][C:17]=1[CH:24]([NH:29][C:30]1[CH:35]=[CH:34][C:33]([C:36](=[NH:39])[NH:37][OH:38])=[CH:32][CH:31]=1)[C:25]([O:27]C)=[O:26])=[O:13])([CH3:10])([CH3:9])[CH3:8]>C1COCC1.O>[C:7]([O:11][C:12]([CH2:14][O:15][C:16]1[C:21]([Cl:22])=[CH:20][C:19]([Cl:23])=[CH:18][C:17]=1[CH:24]([NH:29][C:30]1[CH:31]=[CH:32][C:33]([C:36](=[NH:39])[NH:37][OH:38])=[CH:34][CH:35]=1)[C:25]([OH:27])=[O:26])=[O:13])([CH3:10])([CH3:8])[CH3:9] |f:0.1.2|. Reported procedure: 3.7 g of finely powdered lithium carbonate were added to a solution of 1.96 g of methyl (RS)-(2-tert-butoxycarbonylmethoxy-3,5-dichloro-phenyl)-[4-(N-hydroxycarbamimidoyl)-phenylamino]-acetate (see Example 276.2) in 200 ml of THF and 100 ml of water. The suspension was stirred for 8 hours at 55-60° C. The reaction mixture was then concentrated and the aqueous suspension remaining was neutralized with 100 ml 1N HCl. The precipitate was filtered off, washed with water and dried overnight at 50° C.... Reactants: [Cl-].[Al+3].[Cl-].[Cl-] (aluminum chloride), FC=1C=C(C=CC1)Br (3-fluorobromobenzene), C(C)(=O)N1CCC(C(=O)Cl)CC1 (1-acetylisonipecotoyl chloride). Yields the product BrC1=CC(=C(C(=O)C2CCN(CC2)C(C)=O)C=C1)F (4-(4-Bromo-2-fluorobenzoyl)-1-acetylpiperidine). Isolated yield 19.0%. RXN SMILES: [Cl-].[Al+3].[Cl-].[Cl-].[F:5][C:6]1[CH:7]=[C:8]([Br:12])[CH:9]=[CH:10][CH:11]=1.[C:13]([N:16]1[CH2:24][CH2:23][CH:19]([C:20](Cl)=[O:21])[CH2:18][CH2:17]1)(=[O:15])[CH3:14]>>[Br:12][C:8]1[CH:9]=[CH:10][C:11]([C:20]([CH:19]2[CH2:18][CH2:17][N:16]([C:13](=[O:15])[CH3:14])[CH2:24][CH2:23]2)=[O:21])=[C:6]([F:5])[CH:7]=1 |f:0.1.2.3|. Reported procedure: To a stirred suspension of 21.1 g of aluminum chloride and 63 ml of 3-fluorobromobenzene was added, portionwise, 16.0 g of 1-acetylisonipecotoyl chloride. The reaction mixture was stirred under reflux for 4 hrs. Most of the supernatant 3-fluorobromobenzene was decanted and ice water was added. The aqueous mixture was extracted with dichloromethane and the extract was washed with water, dried over anhydrous magnesium sulfate and the solvent concentrated to give an oil. The oil was triturated with... The reactants are CSc1ccc(CO)cc1, ClCCl, O=S(Cl)Cl. The product is CSc1ccc(CCl)cc1. RXN SMILES: [CH3:1][S:2][c:3]1[cH:4][cH:5][c:6]([CH2:7][OH:8])[cH:9][cH:10]1.[Cl:15][CH2:16][Cl:17].[S:11]([Cl:12])([Cl:13])=[O:14]>>[CH3:1][S:2][c:3]1[cH:4][cH:5][c:6]([CH2:7][Cl:13])[cH:9][cH:10]1.